Dataset: the Open Reaction Database (ORD), a public repository of structured organic reaction records. Task: describe an organic reaction: reactants, conditions, products, and yield Reactants: Cn1cc(OC(=O)c2ccccc2)c(=O)c2cccc(F)c21, C1CCNCC1, ClCCl. The product is Cn1cc(O)c(=O)c2cccc(F)c21. RXN SMILES: [C:1](=[O:2])([c:3]1[cH:4][cH:5][cH:6][cH:7][cH:8]1)[O:9][c:10]1[cH:11][n:12]([CH3:22])[c:13]2[c:14]([F:21])[cH:15][cH:16][cH:17][c:18]2[c:19]1=[O:20].[CH2:23]1[CH2:24][CH2:25][NH:26][CH2:27][CH2:28]1.[Cl:29][CH2:30][Cl:31]>>[OH:9][c:10]1[cH:11][n:12]([CH3:22])[c:13]2[c:14]([F:21])[cH:15][cH:16][cH:17][c:18]2[c:19]1=[O:20]. The reactants are C=CC(=O)Cl, CN(C)C=O, COc1nc(C(F)(F)F)c(F)c(=O)n1-c1cc(O)c(Cl)cc1F, [H-], [Na+]. The product is C=CC(=O)Oc1cc(-n2c(OC)nc(C(F)(F)F)c(F)c2=O)c(F)cc1Cl. As a reaction SMILES: [C:24]([CH:25]=[CH2:26])(=[O:27])[Cl:28].[CH3:31][N:32]([CH3:33])[CH:34]=[O:35].[Cl:1][c:2]1[cH:3][c:4]([F:23])[c:5](-[n:9]2[c:10]([O:21][CH3:22])[n:11][c:12]([C:17]([F:18])([F:19])[F:20])[c:13]([F:16])[c:14]2=[O:15])[cH:6][c:7]1[OH:8].[H-:29].[Na+:30]>>[Cl:1][c:2]1[cH:3][c:4]([F:23])[c:5](-[n:9]2[c:10]([O:21][CH3:22])[n:11][c:12]([C:17]([F:18])([F:19])[F:20])[c:13]([F:16])[c:14]2=[O:15])[cH:6][c:7]1[O:8][C:24]([CH:25]=[CH2:26])=[O:27]. The product is OB(O)CCCCn1cnc2c(Cl)ncnc21. Starting materials: OB(O)CCCCBr, CN(C)C=O, Clc1ncnc2nc[nH]c12, [H-], [Na+]. Reaction SMILES: [Br:13][CH2:14][CH2:15][CH2:16][CH2:17][B:18]([OH:19])[OH:20].[CH3:21][N:22]([CH3:23])[CH:24]=[O:25].[Cl:3][c:4]1[c:5]2[nH:6][cH:7][n:8][c:9]2[n:10][cH:11][n:12]1.[H-:1].[Na+:2]>>[Cl:3][c:4]1[c:5]2[n:6][cH:7][n:8]([CH2:14][CH2:15][CH2:16][CH2:17][B:18]([OH:19])[OH:20])[c:9]2[n:10][cH:11][n:12]1. Reactants: BrC1=C(C=CC=C1)N1CCN(CC1)CC1CC1 (1-(2-bromophenyl)-4-cyclopropylmethylpiperazine), C(CCC)[Li] (n-butyllithium), O (Water), CC1(CC(CC(C1)(C)C)=O)C (3,3,5,5-tetramethylcyclohexanone). Run in O1CCCC1 (tetrahydrofuran), C(C)(=O)OCC (ethyl acetate). Reaction conditions: time 15 minute. Product: C1(CC1)CN1CCN(CC1)C1=C(C=CC=C1)C1(CC(CC(C1)(C)C)(C)C)O (1-[2-(4-Cyclopropylmethylpiperazin-1-yl)phenyl]-3,3,5,5-tetramethylcyclohexanol). The yield is 87.1%. As a reaction SMILES: Br[C:2]1[CH:7]=[CH:6][CH:5]=[CH:4][C:3]=1[N:8]1[CH2:13][CH2:12][N:11]([CH2:14][CH:15]2[CH2:17][CH2:16]2)[CH2:10][CH2:9]1.C([Li])CCC.[CH3:23][C:24]1([CH3:33])[CH2:29][C:28]([CH3:31])([CH3:30])[CH2:27][C:26](=[O:32])[CH2:25]1.O>O1CCCC1.C(OCC)(=O)C>[CH:15]1([CH2:14][N:11]2[CH2:12][CH2:13][N:8]([C:3]3[CH:4]=[CH:5][CH:6]=[CH:7][C:2]=3[C:26]3([OH:32])[CH2:25][C:24]([CH3:23])([CH3:33])[CH2:29][C:28]([CH3:31])([CH3:30])[CH2:27]3)[CH2:9][CH2:10]2)[CH2:17][CH2:16]1. Reported procedure: To a solution of 1-(2-bromophenyl)-4-cyclopropylmethylpiperazine (700 mg, 2.37 mmol) produced in Example (108a) in anhydrous tetrahydrofuran (7 mL) was added dropwise n-butyllithium (1.60 M solution in hexane, 1.63 mL, 2.61 mmol) over a period of 3 minutes at an external temperature of −70° C. After stirring for 45 minutes under the same conditions, 3,3,5,5-tetramethylcyclohexanone (0.49 mL, 2.85 mmol) was added dropwise to the reaction mixture over a period of 4 minutes at an external temperatu... Reactants: O=CO, CC(C)(C)OC(=O)COC1CCNCC1. Yields the product O=C(O)COC1CCNCC1. As a reaction SMILES: [CH:16]([OH:17])=[O:18].[NH:1]1[CH2:2][CH2:3][CH:4]([O:7][CH2:8][C:9](=[O:10])[O:11][C:12]([CH3:13])([CH3:14])[CH3:15])[CH2:5][CH2:6]1>>[NH:1]1[CH2:2][CH2:3][CH:4]([O:7][CH2:8][C:9](=[O:10])[OH:11])[CH2:5][CH2:6]1. The reactants are [N+](=O)([O-])C (nitromethane), CN(C(N(C)C)=N)C (tetramethylguanidine), C(CCC1=CC=CC=C1)=O (dihydrocinnamaldehyde). Run in C(C)O (ethanol). Run at time 1 hour. The product is C1=CC=C(C=C1)CCC(CN)O ((D,L)-4-phenyl-2-hydroxy-1-butylamine). As a reaction SMILES: [CH:1](=[O:10])[CH2:2][CH2:3][C:4]1[CH:9]=[CH:8][CH:7]=[CH:6][CH:5]=1.[N+:11]([CH3:14])([O-])=O.CN(C)C(=N)N(C)C>C(O)C>[CH:7]1[CH:8]=[CH:9][C:4]([CH2:3][CH2:2][CH:1]([OH:10])[CH2:14][NH2:11])=[CH:5][CH:6]=1. Reported procedure: 6.70 g of dihydrocinnamaldehyde are dissolved in 20 ml of anhydrous ethanol, and 10 ml of nitromethane and 1 ml of tetramethylguanidine are added, and the mixture is stirred at RT for 1 h. It is concentrated in vacuo, the residue is taken up in 200 ml of ethanol and 5 ml of glacial acetic acid, 10 g of activated Raney nickel are added and the mixture is then hydrogenated at 50° C. and under 25 bar H2 pressure for 5 h. The catalyst is then filtered off, the filtrate is concentrated in vacuo, the ... Procedure details: After cooling a suspension of sodium hydride (1.64 g, 60% suspension in mineral oil, 37.5 mmol) in N,N-dimethylformamide (50 mL) to 0° C., 2-methyl-1-propanol (3.47 mL, 37.5 mmol) was added stepwise. And the reaction mixture was stirred at 25° C. for 20 minutes. Again, the reaction mixture was cooled to 0° C., 2-fluoro-5-bromobenzonitrile (5.00 g, 25.0 mmol) was added stepwise to the reaction mixture and the mixture was stirred at 25° C. for 15 hours. After the completion of the reaction, water ... Yield: 95.1%. Conditions: temperature 25 celsius, time 20 minute. Yields the product BrC=1C=CC(=C(C#N)C1)OCC(C)C (5-bromo-2-isobutoxybenzonitrile). RXN SMILES: [H-].[Na+].[CH3:3][CH:4]([CH3:7])[CH2:5][OH:6].F[C:9]1[CH:16]=[CH:15][C:14]([Br:17])=[CH:13][C:10]=1[C:11]#[N:12].O>CN(C)C=O>[Br:17][C:14]1[CH:15]=[CH:16][C:9]([O:6][CH2:5][CH:4]([CH3:7])[CH3:3])=[C:10]([CH:13]=1)[C:11]#[N:12] |f:0.1|. Solvent: CN(C=O)C (N,N-dimethylformamide). The reactants are O (water), [H-].[Na+] (sodium hydride), FC1=C(C#N)C=C(C=C1)Br (2-fluoro-5-bromobenzonitrile), CC(CO)C (2-methyl-1-propanol). Reactants: N[C@H](C(=O)O)CCC(=O)N[C@@H](CS)C(=O)NCC(=O)O (glutathione), O=C(O)[C@@H](N)CC1=CC=C(O)C(O)=C1 (L-DOPA). The solvent is C(C(CO)(CO)N)O (Tris). Reaction conditions: time 6 hour. Yields the product N[C@@H](CCC(=O)N[C@H](C(=O)O)CC1=CC=C(O)C(O)=C1)C(=O)O (γ-glutamyl-DOPA). As a reaction SMILES: [NH2:1][C@@H:2]([CH2:6][CH2:7][C:8](N[C@H](C(NCC(O)=O)=O)CS)=[O:9])[C:3]([OH:5])=[O:4].[O:21]=[C:22]([C@H:24]([CH2:26][C:27]1[CH:34]=[C:32]([OH:33])[C:30]([OH:31])=[CH:29][CH:28]=1)[NH2:25])[OH:23]>C(O)C(N)(CO)CO>[NH2:1][C@H:2]([C:3]([OH:5])=[O:4])[CH2:6][CH2:7][C:8]([NH:25][C@@H:24]([CH2:26][C:27]1[CH:34]=[C:32]([OH:33])[C:30]([OH:31])=[CH:29][CH:28]=1)[C:22]([OH:23])=[O:21])=[O:9]. Procedure details: Glutathione and L-DOPA were incubated with a partially purified preparation of sheep kidney γ-glutamyl transpeptidase. γ-Glutamyl-DOPA was isolated from the incubation mixture by preparative ion exchange chromatography on a Dowex-1 (acetate) column. 6.14 of glutathione (0.02 mole) and 1.97 g of L-DOPA (0.01 mole) were dissolved in 200 ml of 1 M Tris (base) solution. 2.5 ml of γ-glutamyl transpeptidase solution (100 units/ml) were added and the flask was flushed with nitrogen to protect DOPA from... Reactants: C(C1=CC=CC=C1)OC(=O)N1CC2(CCN(CC2)C(=O)[C@@H](CC2=CNC3=CC=CC=C23)NC(C(C)(C)NC(=O)OC(C)(C)C)=O)C2=CC(=CC=C12)F (N-[1(R)-[(1,2-Dihydro-1-benzyloxycarbonyl-5-fluorospiro[3H-indole-3,4'-piperidin]-1'-yl)carbonyl]-2-(indol-3-yl)ethyl]-[[(1,1-dimethylethyloxy)carbonyl]amino]-2-methylpropanamide). Reagents/catalysts: [OH-].[OH-].[Pd+2] (palladium hydroxide on carbon). The solvent is C(C)O (ethanol). Conditions: time 1 hour. The product is FC=1C=C2C(=CC1)NCC21CCN(CC1)C(=O)[C@@H](CC1=CNC2=CC=CC=C12)NC(C(C)(C)NC(=O)OC(C)(C)C)=O (N-[1(R)-[(1,2-Dihydro-5-fluoro-spiro[3H-indole-3,4'-piperidin]-1'-yl)carbonyl]-2-(indol-3-yl)ethyl]-[[(1,1-dimethylethyloxy)carbonyl]amino]-2-methylpropanamide). Yield: 88.9%. RXN SMILES: C(OC([N:11]1[C:51]2[C:46](=[CH:47][C:48]([F:52])=[CH:49][CH:50]=2)[C:13]2([CH2:18][CH2:17][N:16]([C:19]([C@H:21]([NH:32][C:33](=[O:45])[C:34]([NH:37][C:38]([O:40][C:41]([CH3:44])([CH3:43])[CH3:42])=[O:39])([CH3:36])[CH3:35])[CH2:22][C:23]3[C:31]4[C:26](=[CH:27][CH:28]=[CH:29][CH:30]=4)[NH:25][CH:24]=3)=[O:20])[CH2:15][CH2:14]2)[CH2:12]1)=O)C1C=CC=CC=1>[OH-].[OH-].[Pd+2].C(O)C>[F:52][C:48]1[CH:47]=[C:46]2[C:13]3([CH2:18][CH2:17][N:16]([C:19]([C@H:21]([NH:32][C:33](=[O:45])[C:34]([NH:37][C:38]([O:40][C:41]([CH3:44])([CH3:43])[CH3:42])=[O:39])([CH3:35])[CH3:36])[CH2:22][C:23]4[C:31]5[C:26](=[CH:27][CH:28]=[CH:29][CH:30]=5)[NH:25][CH:24]=4)=[O:20])[CH2:15][CH2:14]3)[CH2:12][NH:11][C:51]2=[CH:50][CH:49]=1 |f:1.2.3|. Procedure details: To a solution of 0.363 g of the intermediate obtained from Step B in 5 mL of of ethanol was added 0.10 g of 20% palladium hydroxide on carbon and hydrogenated under H2 balloon for 1 h. The catalyst was filtered off and washed with more methanol. The filtrate was concentrated to yield 0.262 g of the desired material. Starting materials: O=C1NC(=O)c2ccccc21, CN(C)C=O, CCOC(C)=O, FC(F)(F)C1(c2cc(Cl)cc(Cl)c2)CC(c2ccc(CCl)cc2)=NO1, [K]. Yields the product O=C1c2ccccc2C(=O)N1Cc1ccc(C2=NOC(c3cc(Cl)cc(Cl)c3)(C(F)(F)F)C2)cc1. Reaction SMILES: [C:26]1(=[O:36])[c:27]2[c:28]([cH:32][cH:33][cH:34][cH:35]2)[C:29](=[O:31])[NH:30]1.[CH3:38][N:39]([CH3:40])[CH:41]=[O:42].[CH3:43][CH2:44][O:45][C:46](=[O:47])[CH3:48].[Cl:1][CH2:2][c:3]1[cH:4][cH:5][c:6]([C:9]2=[N:10][O:11][C:12]([C:14]([F:15])([F:16])[F:17])([c:18]3[cH:19][c:20]([Cl:25])[cH:21][c:22]([Cl:24])[cH:23]3)[CH2:13]2)[cH:7][cH:8]1.[K:37]>>[CH2:2]([c:3]1[cH:4][cH:5][c:6]([C:9]2=[N:10][O:11][C:12]([C:14]([F:15])([F:16])[F:17])([c:18]3[cH:19][c:20]([Cl:25])[cH:21][c:22]([Cl:24])[cH:23]3)[CH2:13]2)[cH:7][cH:8]1)[N:30]1[C:26](=[O:36])[c:27]2[c:28]([cH:32][cH:33][cH:34][cH:35]2)[C:29]1=[O:31].